This data is from the Open Reaction Database (ORD), a public repository of structured organic reaction records. The task is: describe an organic reaction: reactants, conditions, products, and yield The reactants are BrC1=CC=C(C=C1)CC(=O)OC (Methyl (4-bromophenyl)acetate), C(=O)C1=C(C=CC=C1)B(O)O ((2-formylphenyl)boronic acid), C([O-])([O-])=O.[K+].[K+] (potassium carbonate). Solvent: C1(=CC=CC=C1)C (toluene), CO (methanol). Yields the product COC(CC1=CC=C(C=C1)C1=C(C=CC=C1)C=O)=O ((2′-Formyl-biphenyl-4-yl)-acetic acid methyl ester). As a reaction SMILES: Br[C:2]1[CH:7]=[CH:6][C:5]([CH2:8][C:9]([O:11][CH3:12])=[O:10])=[CH:4][CH:3]=1.[CH:13]([C:15]1[CH:20]=[CH:19][CH:18]=[CH:17][C:16]=1B(O)O)=[O:14].C(=O)([O-])[O-].[K+].[K+]>C1(C)C=CC=CC=1.CO>[CH3:12][O:11][C:9](=[O:10])[CH2:8][C:5]1[CH:6]=[CH:7][C:2]([C:16]2[CH:17]=[CH:18][CH:19]=[CH:20][C:15]=2[CH:13]=[O:14])=[CH:3][CH:4]=1 |f:2.3.4|. Procedure: Methyl (4-bromophenyl)acetate (5.9 g), (2-formylphenyl)boronic acid (5.0 g) and potassium carbonate (10.8 g) were combined in a mixture of toluene and methanol [9:1] (50 mL). The resulting mixture was degassed by bubbling nitrogen though for 1 hour. Tetrakis(triphenylphosphine)palladium(0) (1.5 g) was added and the reaction heated to reflux for 12 hours, under nitrogen. The reaction mixture was filtered through a pad of Celite, the filter pad was washed with ethyl acetate and the combined filtra... Reactants: C(CCC)OC(=O)C=1N=CC2=CC(=CC=C2C1O)S(=O)(=O)C1=CC=CC=C1 (7-benzenesulfonyl-4-hydroxy-isoquinoline-3-carboxylic acid butyl ester), N[C@@H](C)C(=O)O (L-alanine). The product is C1(=CC=CC=C1)S(=O)(=O)C1=CC=C2C(=C(N=CC2=C1)C(=O)N[C@H](C(=O)O)C)O (2-(S)-[(7-Benzenesulfonyl-4-hydroxy-isoquinoline-3-carbonyl)-amino]-propionic acid). RXN SMILES: C(O[C:6]([C:8]1[N:9]=[CH:10][C:11]2[C:16]([C:17]=1[OH:18])=[CH:15][CH:14]=[C:13]([S:19]([C:22]1[CH:27]=[CH:26][CH:25]=[CH:24][CH:23]=1)(=[O:21])=[O:20])[CH:12]=2)=[O:7])CCC.[NH2:28][C@H:29]([C:31]([OH:33])=[O:32])[CH3:30]>>[C:22]1([S:19]([C:13]2[CH:12]=[C:11]3[C:16]([C:17]([OH:18])=[C:8]([C:6]([NH:28][C@@H:29]([CH3:30])[C:31]([OH:33])=[O:32])=[O:7])[N:9]=[CH:10]3)=[CH:15][CH:14]=2)(=[O:20])=[O:21])[CH:23]=[CH:24][CH:25]=[CH:26][CH:27]=1. Procedure details: Prepared in analogy to Example A-63 g) from 7-benzenesulfonyl-4-hydroxy-isoquinoline-3-carboxylic acid butyl ester and L-alanine. MS-(−)-ion: M−1=399.1. Reactants: COC(=O)C=1C=C(C=CC1)CC(=O)O ([3-(methoxycarbonyl)phenyl]acetic acid), ClC=1C=C(CN2CC(OCC2)CN)C=CC1Cl ([4-(3,4-Dichlorobenzyl)morpholin-2-yl]methylamine), ON1N=NC2=C1C=CC=C2 (1-hydroxybenzotriazole), Cl.CN(CCCN=C=NCC)C (1-(3-dimethylaminopropyl)-3-ethylcarbodiimide hydrochloride), C(C)(C)N(C(C)C)CC (N,N-diisopropylethylamine). The solvent is ClCCl (dichloromethane). Reaction conditions: temperature 20 celsius, time 8 hour. The product is ClC=1C=C(CN2CC(OCC2)CNC(CC=2C=C(C(=O)OC)C=CC2)=O)C=CC1Cl (Methyl 3-[2-({[4-(3,4-dichlorobenzyl)morpholin-2-yl]methyl}amino)-2-oxoethyl]benzoate). Isolated yield 57.2%. RXN SMILES: [CH3:1][O:2][C:3]([C:5]1[CH:6]=[C:7]([CH2:11][C:12]([OH:14])=O)[CH:8]=[CH:9][CH:10]=1)=[O:4].[Cl:15][C:16]1[CH:17]=[C:18]([CH:28]=[CH:29][C:30]=1[Cl:31])[CH2:19][N:20]1[CH2:25][CH2:24][O:23][CH:22]([CH2:26][NH2:27])[CH2:21]1.ON1C2C=CC=CC=2N=N1.Cl.CN(C)CCCN=C=NCC.C(N(CC)C(C)C)(C)C>ClCCl>[Cl:15][C:16]1[CH:17]=[C:18]([CH:28]=[CH:29][C:30]=1[Cl:31])[CH2:19][N:20]1[CH2:25][CH2:24][O:23][CH:22]([CH2:26][NH:27][C:12](=[O:14])[CH2:11][C:7]2[CH:6]=[C:5]([CH:10]=[CH:9][CH:8]=2)[C:3]([O:2][CH3:1])=[O:4])[CH2:21]1 |f:3.4|. Procedure details: A mixture of [3-(methoxycarbonyl)phenyl]acetic acid (0.200 g), Intermediate 1 (0.284 g), 1-hydroxybenzotriazole (0.182 g) and 1-(3-dimethylaminopropyl)-3-ethylcarbodiimide hydrochloride (0.316 g) was stirred in dichloromethane (10 ml), and N,N-diisopropylethylamine (0.352 ml) was added to the solution. Stirring at 20° C. under nitrogen was continued for 8 h. The mixture was purified by solid phase extraction (2×10 g Varian Bondelut silica gel cartridges), eluting successively with one column vol... Reaction SMILES: [F:1][C:2]1([C:16](OCC)=[O:17])[CH2:7][CH2:6][C:5]2([O:11][C:10]3[CH:12]=[CH:13][CH:14]=[CH:15][C:9]=3[O:8]2)[CH2:4][CH2:3]1.[H-].[Al+3].[Li+].[H-].[H-].[H-].[OH-].[Na+]>O1CCCC1.C(OCC)(=O)C>[F:1][C:2]1([CH2:16][OH:17])[CH2:3][CH2:4][C:5]2([O:8][C:9]3[CH:15]=[CH:14][CH:13]=[CH:12][C:10]=3[O:11]2)[CH2:6][CH2:7]1 |f:1.2.3.4.5.6,7.8|. Run at time 8 hour. Procedure details: To a solution of EXAMPLE 350B (23 g) in tetrahydrofuran (150 mL) was added lithium aluminum hydride (3.11 g). The mixture was stirred overnight. Aqueous 2N NaOH solution was added dropwise to the reaction mixture. The mixture was then diluted with ethyl acetate (600 mL) and washed with water, brine and dried over Na2SO4. Filtration and evaporation of the solvent gave the crude product which was loaded on a 600 g analogics column and eluted with 10% to 20% ethyl acetate in hexane to provide the t... Reactants: FC1(CCC2(CC1)OC1=C(O2)C=CC=C1)C(=O)OCC (ethyl 4′-fluorospiro[benzo[d][1,3]dioxole-2,1′-cyclohexane]-4′-carboxylate), [H-].[Al+3].[Li+].[H-].[H-].[H-] (lithium aluminum hydride), [OH-].[Na+] (NaOH). Yields the product FC1(CCC2(CC1)OC1=C(O2)C=CC=C1)CO ((4′-fluorospiro[benzo[d][1,3]dioxole-2,1′-cyclohexane]-4′-yl)methanol). The solvent is C(C)(=O)OCC (ethyl acetate), O1CCCC1 (tetrahydrofuran).